Dataset: the Open Reaction Database (ORD), a public repository of structured organic reaction records. Task: describe an organic reaction: reactants, conditions, products, and yield The reactants are CCCCOB(OCCCC)OCCCC, CC(=O)CC(=O)C=Cc1cc(O)ccc1Br, CCCCN, CCOC(C)=O, Cl, [Na+], O=C([O-])O, COc1ccc(O)cc1C=O. Product: COc1ccc(O)cc1C=CC(=O)CC(=O)C=Cc1cc(O)ccc1Br. RXN SMILES: [B:28]([O:29][CH2:30][CH2:31][CH2:32][CH3:33])([O:34][CH2:35][CH2:36][CH2:37][CH3:38])[O:39][CH2:40][CH2:41][CH2:42][CH3:43].[Br:1][c:2]1[c:3]([CH:9]=[CH:10][C:11]([CH2:12][C:13]([CH3:14])=[O:15])=[O:16])[cH:4][c:5]([OH:8])[cH:6][cH:7]1.[CH2:44]([NH2:45])[CH2:46][CH2:47][CH3:48].[CH3:55][CH2:56][O:57][C:58](=[O:59])[CH3:60].[ClH:49].[Na+:54].[O-:50][C:51]([OH:52])=[O:53].[OH:17][c:18]1[cH:19][cH:20][c:21]([O:26][CH3:27])[c:22]([CH:23]=[O:24])[cH:25]1>>[Br:1][c:2]1[c:3]([CH:9]=[CH:10][C:11]([CH2:12][C:13]([CH:14]=[CH:23][c:22]2[c:21]([O:26][CH3:27])[cH:20][cH:19][c:18]([OH:17])[cH:25]2)=[O:15])=[O:16])[cH:4][c:5]([OH:8])[cH:6][cH:7]1. The reactants are C(C)(C)NC(C)C (diisopropylamine), C(CCC)[Li] (butyllithium), CCCCCC (hexane), ClC1=CC=NC=2CCCCC12 (4-chloro-5,6,7,8-tetrahydroquinoline), C1(=CC=CC=C1)[Se]Cl (phenylselenyl chloride). Run in O1CCCC1 (tetrahydrofuran), O1CCCC1 (tetrahydrofuran), O1CCCC1 (tetrahydrofuran). Reaction conditions: time 10 minute. Yields the product ClC1=CC=NC=2C(CCCC12)[Se]C1=CC=CC=C1 (4-chloro-5,6,7,8-tetrahydro-8-(phenylseleno)quinoline). The yield is 63.4%. RXN SMILES: C(NC(C)C)(C)C.C([Li])CCC.CCCCCC.[Cl:19][C:20]1[C:29]2[CH2:28][CH2:27][CH2:26][CH2:25][C:24]=2[N:23]=[CH:22][CH:21]=1.[C:30]1([Se:36]Cl)[CH:35]=[CH:34][CH:33]=[CH:32][CH:31]=1>O1CCCC1>[Cl:19][C:20]1[C:29]2[CH2:28][CH2:27][CH2:26][CH:25]([Se:36][C:30]3[CH:35]=[CH:34][CH:33]=[CH:32][CH:31]=3)[C:24]=2[N:23]=[CH:22][CH:21]=1. Reported procedure: A solution of diisopropylamine (18.5 ml, 132 mmol) in tetrahydrofuran (100 ml) at 0° was treated with 1.5M butyllithium solution in hexane (88 ml, 132 mmol) under an atmosphere of nitrogen, stirred for 10 min, cooled to -78°, treated dropwise with the product of Step 2 (7.35 g, 44 mmol) in tetrahydrofuran (50 ml) at <-65°, stirred at -78° for 20 min, treated with phenylselenyl chloride (8.5 g, 44 mmol) in tetrahydrofuran (50 ml), warmed to room temperature, and quenched with saturated aqueous am... The reactants are ClC1=C(C=C(C(=C1)Cl)OCC#C)N1N=C(NC1=O)CCC=C (2-[2,4-dichloro-5-(2-propynyloxy)-phenyl]-2,4-dihydro-5-(3-butenyl)-3H- 1,2,4-triazol-3-one), C([O-])([O-])=O.[Na+].[Na+] (sodium carbonate), ClC=1C=C(C(=O)OO)C=CC1 (m-chloroperoxybenzoic acid). Solvent: ClCCl (dichloromethane). Reaction conditions: time 24 hour. Product: ClC1=C(C=C(C(=C1)Cl)OCC#C)N1N=C(NC1=O)CCC1CO1 (2-[2,4-dichloro-5-(2-propynyloxy)phenyl]-2.4-dihydro-5-(3.4epoxybutyl)-3H- 1,2,4-triazol-3-one). The yield is 95.4%. As a reaction SMILES: [Cl:1][C:2]1[CH:7]=[C:6]([Cl:8])[C:5]([O:9][CH2:10][C:11]#[CH:12])=[CH:4][C:3]=1[N:13]1[C:17](=[O:18])[NH:16][C:15]([CH2:19][CH2:20][CH:21]=[CH2:22])=[N:14]1.C(=O)([O-])[O-:24].[Na+].[Na+].ClC1C=C(C=CC=1)C(OO)=O>ClCCl>[Cl:1][C:2]1[CH:7]=[C:6]([Cl:8])[C:5]([O:9][CH2:10][C:11]#[CH:12])=[CH:4][C:3]=1[N:13]1[C:17](=[O:18])[NH:16][C:15]([CH2:19][CH2:20][CH:21]2[O:24][CH2:22]2)=[N:14]1 |f:1.2.3|. Procedure details: To a solution of 500 mg (1.48 mmol) of 2-[2,4-dichloro-5-(2-propynyloxy)-phenyl]-2,4-dihydro-5-(3-butenyl)-3H- 1,2,4-triazol-3-one in 20 mL of dichloromethane was added 172 mg (1.63 mmol) of sodium carbonate and 970 mg of m-chloroperoxybenzoic acid (50-60%, 2.81 mmol) in an ice bath. The reaction mixture was stirred at room temperature for 24h. The mixture was filtered and the filtrate was evaporated in vacuo to give 500 mg of the title compound of Step 3 as yellow solid. The crude product was u... Starting materials: Clc1ccc(Cl)nn1, Cc1nc(C#Cc2cccc(Cl)c2)c[nH]1. RXN SMILES: [Cl:16][c:17]1[n:18][n:19][c:20]([Cl:23])[cH:21][cH:22]1.[Cl:1][c:2]1[cH:3][c:4]([C:8]#[C:9][c:10]2[n:11][c:12]([CH3:15])[nH:13][cH:14]2)[cH:5][cH:6][cH:7]1>>[Cl:1][c:2]1[cH:3][c:4]([C:8]#[C:9][c:10]2[n:11][c:12]([CH3:15])[n:13](-[c:20]3[n:19][n:18][c:17]([Cl:16])[cH:22][cH:21]3)[cH:14]2)[cH:5][cH:6][cH:7]1. Yields the product Cc1nc(C#Cc2cccc(Cl)c2)cn1-c1ccc(Cl)nn1. The reactants are CCN(C(C)C)C(C)C, CN(C)C=O, COc1cc(C(=O)O)ccc1Nc1ncc2c(n1)N(C1CCCC1)CC(F)(F)C(=O)N2C, NC1CCN(C2CCCC2)CC1, O. The product is COc1cc(C(=O)NC2CCN(C3CCCC3)CC2)ccc1Nc1ncc2c(n1)N(C1CCCC1)CC(F)(F)C(=O)N2C. RXN SMILES: [CH2:33]([N:34]([CH:35]([CH3:36])[CH3:37])[CH:38]([CH3:39])[CH3:40])[CH3:41].[CH3:54][N:55]([CH3:56])[CH:57]=[O:58].[CH:1]1([N:6]2[c:7]3[c:8]([cH:17][n:18][c:19]([NH:21][c:22]4[c:23]([O:31][CH3:32])[cH:24][c:25]([C:26](=[O:27])[OH:28])[cH:29][cH:30]4)[n:20]3)[N:9]([CH3:16])[C:10](=[O:15])[C:11]([F:13])([F:14])[CH2:12]2)[CH2:2][CH2:3][CH2:4][CH2:5]1.[CH:42]1([N:47]2[CH2:48][CH2:49][CH:50]([NH2:53])[CH2:51][CH2:52]2)[CH2:43][CH2:44][CH2:45][CH2:46]1.[OH2:59]>>[CH:1]1([N:6]2[c:7]3[c:8]([cH:17][n:18][c:19]([NH:21][c:22]4[c:23]([O:31][CH3:32])[cH:24][c:25]([C:26](=[O:28])[NH:53][CH:50]5[CH2:49][CH2:48][N:47]([CH:42]6[CH2:43][CH2:44][CH2:45][CH2:46]6)[CH2:52][CH2:51]5)[cH:29][cH:30]4)[n:20]3)[N:9]([CH3:16])[C:10](=[O:15])[C:11]([F:13])([F:14])[CH2:12]2)[CH2:2][CH2:3][CH2:4][CH2:5]1.